Dataset: the Open Reaction Database (ORD), a public repository of structured organic reaction records. Task: describe an organic reaction: reactants, conditions, products, and yield The reactants are CCO, CCOC(=O)c1cccc(F)c1CBr, Oc1cccc(F)c1, [Na], O. The product is CCOC(=O)c1cccc(F)c1COc1cccc(F)c1. As a reaction SMILES: [CH3:25][CH2:26][OH:27].[F:10][c:11]1[c:12]([CH2:22][Br:23])[c:13]([C:14](=[O:15])[O:16][CH2:17][CH3:18])[cH:19][cH:20][cH:21]1.[F:2][c:3]1[cH:4][c:5]([OH:9])[cH:6][cH:7][cH:8]1.[Na:1].[OH2:24]>>[F:2][c:3]1[cH:4][c:5]([O:9][CH2:22][c:12]2[c:11]([F:10])[cH:21][cH:20][cH:19][c:13]2[C:14](=[O:15])[O:16][CH2:17][CH3:18])[cH:6][cH:7][cH:8]1. Reactants: Cl.N[C@@H](CC1=CNC2=CC=CC=C12)C(=O)O ((S)-(−)-tryptophan hydrochloride), C([O-])(O)=O.[Na+] (sodium bicarbonate), CC=1C2=C(SC1C=O)C=CC=C2 (3-methylbenzo[b]thiophene-2-carbaldehyde), FC(C(=O)O)(F)F (trifluoroacetic acid). The product is COC(=O)[C@H]1N[C@H](C=2NC3=CC=CC=C3C2C1)C1=C(C2=C(S1)C=CC=C2)C ((1R,3S)-1-(3-methylbenzo[b]thiophen-2-yl)-2,3,4,9-tetrahydro-1H-β-carboline-3-carboxylic acid methyl ester), (1S;3S)-1-(3-methylbenzo[b]thiophen-2-yl)-2,3,4,9-tetra-hydro-1H-β-carboline-3-carboxylic acid methyl ester. Isolated yield 19.0%. Reaction SMILES: Cl.[NH2:2][C@H:3]([C:14]([OH:16])=[O:15])[CH2:4][C:5]1[C:13]2[C:8](=[CH:9][CH:10]=[CH:11][CH:12]=2)[NH:7][CH:6]=1.C(=O)(O)[O-].[Na+].[CH3:22][C:23]1[C:24]2[CH:33]=[CH:32][CH:31]=[CH:30][C:25]=2[S:26][C:27]=1[CH:28]=O.F[C:35](F)(F)C(O)=O>>[CH3:35][O:15][C:14]([C@@H:3]1[CH2:4][C:5]2[C:13]3[C:8](=[CH:9][CH:10]=[CH:11][CH:12]=3)[NH:7][C:6]=2[C@H:28]([C:27]2[S:26][C:25]3[CH:30]=[CH:31][CH:32]=[CH:33][C:24]=3[C:23]=2[CH3:22])[NH:2]1)=[O:16] |f:0.1,2.3|. Procedure details: An aqueous solution of (S)-(−)-tryptophan hydrochloride (1.45 g, 5.7 mmol) was made alkaline with a saturated sodium bicarbonate solution and extracted with ethyl acetate. The extract was washed once with aqueous sodium chloride solution, dried (sodium sulfate), filtered, and concentrated in vacuo. The free base-was dissolved in chloroform (50 mL) and treated with 3-methylbenzo[b]thiophene-2-carbaldehyde (1.0 g, 5.7 mmol) and trifluoroacetic acid (21.2 mmol, 1.32 g). The resulting mixture then w... Starting materials: COC1=C(C(=O)O)C=C(C=C1)NS(=O)(=O)C (2-methoxy-5-methylsulfonamidobenzoic acid), Cl.C(C)OCCN1C(=NC2=C1C=CC=C2)N2CCN(CCC2)CCC2(CNCC2)C2=CC=CC=C2 (3-(2-(4-(1-(2-ethoxyethyl)-1H-benzimidazol-2-yl)[1,4]diazepan-1-yl)ethyl)-3-phenylpyrrolidine hydrochloric acid salt). Yields the product COC1=C(C(=O)N2CC(CC2)(C2=CC=CC=C2)CCN2CCN(CCC2)C2=NC3=C(N2CCOCC)C=CC=C3)C=C(C=C1)NS(=O)(=O)C (1-(2-Methoxy-5-methylsulfonamidobenzoyl)-3-(2-(4-(1-(2-ethoxyethyl)-1H-benzimidazol-2-yl)[1,4]diazepan-1-yl)ethyl)-3-phenylpyrrolidine). As a reaction SMILES: [CH3:1][O:2][C:3]1[CH:11]=[CH:10][C:9]([NH:12][S:13]([CH3:16])(=[O:15])=[O:14])=[CH:8][C:4]=1[C:5]([OH:7])=O.Cl.[CH2:18]([O:20][CH2:21][CH2:22][N:23]1[C:27]2[CH:28]=[CH:29][CH:30]=[CH:31][C:26]=2[N:25]=[C:24]1[N:32]1[CH2:38][CH2:37][CH2:36][N:35]([CH2:39][CH2:40][C:41]2([C:46]3[CH:51]=[CH:50][CH:49]=[CH:48][CH:47]=3)[CH2:45][CH2:44][NH:43][CH2:42]2)[CH2:34][CH2:33]1)[CH3:19]>>[CH3:1][O:2][C:3]1[CH:11]=[CH:10][C:9]([NH:12][S:13]([CH3:16])(=[O:15])=[O:14])=[CH:8][C:4]=1[C:5]([N:43]1[CH2:44][CH2:45][C:41]([CH2:40][CH2:39][N:35]2[CH2:36][CH2:37][CH2:38][N:32]([C:24]3[N:23]([CH2:22][CH2:21][O:20][CH2:18][CH3:19])[C:27]4[CH:28]=[CH:29][CH:30]=[CH:31][C:26]=4[N:25]=3)[CH2:33][CH2:34]2)([C:46]2[CH:51]=[CH:50][CH:49]=[CH:48][CH:47]=2)[CH2:42]1)=[O:7] |f:1.2|. Procedure details: Prepare by the method of Example 56.1 using 2-methoxy-5-methylsulfonamidobenzoic acid and 3-(2-(4-(1-(2-ethoxyethyl)-1H-benzimidazol-2-yl)[1,4]diazepan-1-yl)ethyl)-3-phenylpyrrolidine hydrochloric acid salt (prepared from (−)-3-phenyl-3-(2-hydroxyethyl)pyrrolidine(R,R)-di-p-anisoyltartaric acid salt) to give the title compound. Reactants: C1(=CC=CC=C1)CCCCC[C@@H](C(=O)O)[C@H](C)NOC1OCCCC1 ((2R,3S)-2-(5-phenyl-1-pentyl)-3-(2-tetrahydropyranyloxyamino)butanoic acid), C(C)(=O)OC=O (formic acetic anhydride). Solvent: N1=CC=CC=C1 (pyridine). Conditions: temperature 25 celsius, time 3 hour. Yields the product C(=O)N(C(CC(=O)O)C)OC1OCCCC1 (3-(formyl-2-tetrahydropyranyloxyamino)butanoic acid). Isolated yield 92.0%. As a reaction SMILES: C1(CCCCC[C@H:12]([C@@H:16]([NH:18][O:19][CH:20]2[CH2:25][CH2:24][CH2:23][CH2:22][O:21]2)[CH3:17])[C:13]([OH:15])=[O:14])C=CC=CC=1.[C:26](OC=O)(=[O:28])C>N1C=CC=CC=1>[CH:26]([N:18]([O:19][CH:20]1[CH2:25][CH2:24][CH2:23][CH2:22][O:21]1)[CH:16]([CH3:17])[CH2:12][C:13]([OH:15])=[O:14])=[O:28]. Procedure: To a solution of (2R,3S)-2-(5-phenyl-1-pentyl)-3-(2-tetrahydropyranyloxyamino)butanoic acid (105 mg, 0.30 mmol) in pyridine (1.5 mL) at 0° C. is added formic acetic anhydride (0.3 mL). The resulting solution is allowed to warm to 25° C., stirred for 3 h, and then concentrated to dryness under reduced pressure. The resulting gum is dissolved in ethyl acetate (30 mL) and washed sequentially with 1 M hydrochloric acid (20 mL) and saturated aqueous sodium chloride solution. The organic layer is drie... The reactants are FC1=NC=CC=C1O (2-Fluoropyridin-3-ol), S(=O)([O-])[O-].[Na+].[Na+] (Sodium sulfite), [OH-].[Na+] (NaOH), BrBr (Bromine). The solvent is CCOC(=O)C (EtOAc), O (Water), C(C)(=O)O (acetic acid). Reaction conditions: time 10 minute. The product is BrC1=CC=C(C(=N1)F)O (6-bromo-2-fluoropyridin-3-ol). Isolated yield 36.3%. Reaction SMILES: [F:1][C:2]1[C:7]([OH:8])=[CH:6][CH:5]=[CH:4][N:3]=1.[OH-].[Na+].[Br:11]Br.S([O-])([O-])=O.[Na+].[Na+]>C(O)(=O)C.CCOC(C)=O.O>[Br:11][C:4]1[N:3]=[C:2]([F:1])[C:7]([OH:8])=[CH:6][CH:5]=1 |f:1.2,4.5.6|. Procedure details: 2-Fluoropyridin-3-ol (5.96 g, 52.7 mmol) was suspended in acetic acid and cooled in an ice bath. NaOH (10.0 N, 6.0 mL, 60.0 mmol) was added and the mixture stirred for 10 min. Bromine (2.8 mL, 54.4 mmol) was added dropwise and the mixture stirred for 20 min. Sodium sulfite (1.4 g) was added and the mixture stirred for 10 min. Water (400 mL) and EtOAc (400 mL) were added and the phases mixed and separated. The organic was dried with magnesium sulfate and evaporated to dryness under reduced pressu... Reactants: N,N'-(t-butoxycarbonyl)-(S)-lysine, NC=C1CC(=C(C(=C1)C(C)C)OS(NC(CC1=C(C=C(C=C1C(C)C)C(C)C)C(C)C)=O)(=O)=O)C(C)C ([(2,4,6-triisopropyl-phenyl)-acetyl]-sulfamic acid 4-(aminomethylene)-2,6-diisopropyl-phenyl ester), C1=CC=CC=2C3=CC=CC=C3C(C12)COC(=O)NCC(=O)O (N-(9-fluorenylmethyoxycarbonyl)-glycine), NC1=CC(=C(C(=C1)C(C)C)OS(NC(CC1=C(C=C(C=C1C(C)C)C(C)C)C(C)C)=O)(=O)=O)C(C)C ([(2,4,6-triisopropyl-phenyl)-acetyl]-sulfamic acid 4-amino-2,6-diisopropyl-phenyl ester), crude product. Solvent: hexanes, N1CCCCC1.CN(C=O)C (piperidine N,N-dimethylformamide). The product is NCC(=O)NCC1=CC(=C(C(=C1)C(C)C)OS(NC(CC1=C(C=C(C=C1C(C)C)C(C)C)C(C)C)=O)(=O)=O)C(C)C ([(2,4,6-Triisopropyl-phenyl)-acetyl]-sulfamic acid 4-[(2-amino-acetylamino)-methyl]-2,6-diisopropyl-phenyl ester). Reaction SMILES: C1C2C(COC([NH:18][CH2:19][C:20](O)=[O:21])=O)C3C(=CC=CC=3)C=2C=CC=1.NC1C=C(C(C)C)C(OS(=O)(=O)NC(=O)CC2C(C(C)C)=CC(C(C)C)=CC=2C(C)C)=C(C(C)C)C=1.[NH2:59][CH:60]=[C:61]1[CH:66]=[C:65]([CH:67]([CH3:69])[CH3:68])[C:64]([O:70][S:71](=[O:92])(=[O:91])[NH:72][C:73](=[O:90])[CH2:74][C:75]2[C:80]([CH:81]([CH3:83])[CH3:82])=[CH:79][C:78]([CH:84]([CH3:86])[CH3:85])=[CH:77][C:76]=2[CH:87]([CH3:89])[CH3:88])=[C:63]([CH:93]([CH3:95])[CH3:94])[CH2:62]1>N1CCCCC1.CN(C)C=O>[NH2:18][CH2:19][C:20]([NH:59][CH2:60][C:61]1[CH:62]=[C:63]([CH:93]([CH3:95])[CH3:94])[C:64]([O:70][S:71](=[O:91])(=[O:92])[NH:72][C:73](=[O:90])[CH2:74][C:75]2[C:76]([CH:87]([CH3:89])[CH3:88])=[CH:77][C:78]([CH:84]([CH3:85])[CH3:86])=[CH:79][C:80]=2[CH:81]([CH3:82])[CH3:83])=[C:65]([CH:67]([CH3:68])[CH3:69])[CH:66]=1)=[O:21] |f:3.4|. Procedure details: When in the procedure of Example 1, bis-N,N'-(t-butoxycarbonyl)-(S)-lysine is replaced with N-(9-fluorenylmethyoxycarbonyl)-glycine, [(2,4,6-triisopropyl-phenyl)-acetyl]-sulfamic acid 4-amino-2,6-diisopropyl-phenyl ester is replaced by [(2,4,6-triisopropyl-phenyl)-acetyl]-sulfamic acid 4-(aminomethylene)-2,6-diisopropyl-phenyl ester, and the crude product is stirred in 20% piperidine/N,N-dimethylformamide for 0.5 hours followed by trituration with hexanes, the title compound is obtained; mp 193-...